This data is from the Open Reaction Database (ORD), a public repository of structured organic reaction records. The task is: describe an organic reaction: reactants, conditions, products, and yield Starting materials: C1(CCCCC1)C1=C(OC=2C=NN(C(C2)=O)C(C(=O)O)CC2CCCC2)C=CC=C1 (2-[4-(2-cyclohexyl-phenoxy)-6-oxo-6H-pyridazin-1-yl]-3-cyclopentyl-propionic acid), NC1=NN(C=C1)CC(C)(O)C (1-(3-amino-pyrazol-1-yl)-2-methyl-propan-2-ol), C1(CCCCC1)C1=C(OC=2C=NN(C(C2)=O)C(C(=O)O)CC2CCCC2)C=CC=C1 (2-[4-(2-cyclohexyl-phenoxy)-6-oxo-6H-pyridazin-1-yl]-3-cyclopentyl-propionic acid), NC1=NN(C=C1)CC(C)(O)C (1-(3-amino-pyrazol-1-yl)-2-methyl-propan-2-ol). Yields the product C1(CCCCC1)C1=C(OC=2C=NN(C(C2)=O)C(C(=O)NC2=NN(C=C2)CC(C)(C)O)CC2CCCC2)C=CC=C1 (2-[4-(2-cyclohexyl-phenoxy)-6-oxo-6H-pyridazin-1-yl]-3-cyclopentyl-N-[1-(2-hydroxy-2-methyl-propyl)-1H-pyrazol-3-yl]-propionamide). Isolated yield 62.0%. As a reaction SMILES: [CH:1]1([C:7]2[CH:30]=[CH:29][CH:28]=[CH:27][C:8]=2[O:9][C:10]2[CH:11]=[N:12][N:13]([CH:17]([CH2:21][CH:22]3[CH2:26][CH2:25][CH2:24][CH2:23]3)[C:18]([OH:20])=O)[C:14](=[O:16])[CH:15]=2)[CH2:6][CH2:5][CH2:4][CH2:3][CH2:2]1.[NH2:31][C:32]1[CH:36]=[CH:35][N:34]([CH2:37][C:38]([CH3:41])([OH:40])[CH3:39])[N:33]=1>>[CH:1]1([C:7]2[CH:30]=[CH:29][CH:28]=[CH:27][C:8]=2[O:9][C:10]2[CH:11]=[N:12][N:13]([CH:17]([CH2:21][CH:22]3[CH2:23][CH2:24][CH2:25][CH2:26]3)[C:18]([NH:31][C:32]3[CH:36]=[CH:35][N:34]([CH2:37][C:38]([OH:40])([CH3:39])[CH3:41])[N:33]=3)=[O:20])[C:14](=[O:16])[CH:15]=2)[CH2:6][CH2:5][CH2:4][CH2:3][CH2:2]1. Procedure: Using the method described in Example 17, 2-[4-(2-cyclohexyl-phenoxy)-6-oxo-6H-pyridazin-1-yl]-3-cyclopentyl-propionic acid (Intermediate 35) and 1-(3-amino-pyrazol-1-yl)-2-methyl-propan-2-ol (Intermediate 1) afforded 2-[4-(2-cyclohexyl-phenoxy)-6-oxo-6H-pyridazin-1-yl]-3-cyclopentyl-N-[1-(2-hydroxy-2-methyl-propyl)-1H-pyrazol-3-yl]-propionamide as a white solid (0.82 g, 62%); ES+-HRMS m/e calcd for C31H41N5O4 [M+H+] 548.3232 found 548.3233. 1H-NMR (300 MHz, DMSO-d6) δ ppm 1.05 (s, 3H), 1.06 (s,... Starting materials: CO, Cl, C1COCCO1, CC(C)(C)OC(=O)N1CCC(NC2CN(C(=O)c3ccc(-c4ccccc4)cc3)C2)C1. Yields the product O=C(c1ccc(-c2ccccc2)cc1)N1CC(NC2CCNC2)C1. As a reaction SMILES: [CH3:33][OH:34].[ClH:32].[O:35]1[CH2:36][CH2:37][O:38][CH2:39][CH2:40]1.[c:1]1(-[c:26]2[cH:27][cH:28][cH:29][cH:30][cH:31]2)[cH:2][cH:3][c:4]([C:7](=[O:8])[N:9]2[CH2:10][CH:11]([NH:13][CH:14]3[CH2:15][N:16]([C:19]([O:20][C:21]([CH3:22])([CH3:23])[CH3:24])=[O:25])[CH2:17][CH2:18]3)[CH2:12]2)[cH:5][cH:6]1>>[c:1]1(-[c:26]2[cH:27][cH:28][cH:29][cH:30][cH:31]2)[cH:2][cH:3][c:4]([C:7](=[O:8])[N:9]2[CH2:10][CH:11]([NH:13][CH:14]3[CH2:15][NH:16][CH2:17][CH2:18]3)[CH2:12]2)[cH:5][cH:6]1. Starting materials: ice water, C(CCC)[Li].CCCCCC (n-Butyllithium hexane), C(C)#N (acetonitrile), BrC1=NC(=CC=C1)OC (2-Bromo-6-methoxypyridine). The solvent is C1CCOC1 (THF). Reaction conditions: temperature -78 celsius, time 30 minute. The product is COC1=CC=CC(=N1)CC#N (2-(6-methoxypyridin-2-yl)acetonitrile). The yield is 57.8%. As a reaction SMILES: C([Li])CCC.CCCCCC.[C:12](#[N:14])[CH3:13].Br[C:16]1[CH:21]=[CH:20][CH:19]=[C:18]([O:22][CH3:23])[N:17]=1>C1COCC1>[CH3:23][O:22][C:18]1[N:17]=[C:16]([CH2:13][C:12]#[N:14])[CH:21]=[CH:20][CH:19]=1 |f:0.1|. Reported procedure: 1.6M n-Butyllithium/hexane solution (300 mL, 479.43 mmol) was added to a solution of acetonitrile (21.87 g, 532.70 mmol) in THF (630 mL) at −78° C. under argon atmosphere, and the mixture was stirred at −78° C. for 30 min. 2-Bromo-6-methoxypyridine (25.04 g, 133.18 mmol) was added dropwise thereto over 15 min at −78° C., and the reaction mixture was stirred at room temperature for 4 hr. The reaction mixture was poured into ice water (900 mL), and the mixture was extracted with ethyl acetate (×3)... Starting materials: N[C@H]1[C@@H]2N(C(=C(CS2)CSC=2N(N=C(C(N2)=O)O)C)C(=O)O)C1=O (7β-amino-3-[(2,5-dihydro-6- hydroxy-2-methyl-5-oxo-1,2,4-triazin-3-yl)thiomethyl]ceph-3-em-4-carboxylic acid), C(C1=CC=CC=C1)=O (benzaldehyde). Solvent: CN(C=O)C (dimethylformamide). The product is C(C1=CC=CC=C1)=N[C@H]1[C@@H]2N(C(=C(CS2)CSC=2N(N=C(C(N2)=O)O)C)C(=O)O)C1=O (7β-Benzylideneamino-3-[(2,5-dihydro-6-hydroxy-2-methyl-5-oxo-1,2,4-triazin-3-yl)thiomethyl]ceph-3-em-4-carboxylic acid). Isolated yield 93.2%. Reaction SMILES: [NH2:1][C@@H:2]1[C:23](=[O:24])[N:4]2[C:5]([C:20]([OH:22])=[O:21])=[C:6]([CH2:9][S:10][C:11]3[N:12]([CH3:19])[N:13]=[C:14]([OH:18])[C:15](=[O:17])[N:16]=3)[CH2:7][S:8][C@H:3]12.[CH:25](=O)[C:26]1[CH:31]=[CH:30][CH:29]=[CH:28][CH:27]=1>CN(C)C=O>[CH:25](=[N:1][C@@H:2]1[C:23](=[O:24])[N:4]2[C:5]([C:20]([OH:22])=[O:21])=[C:6]([CH2:9][S:10][C:11]3[N:12]([CH3:19])[N:13]=[C:14]([OH:18])[C:15](=[O:17])[N:16]=3)[CH2:7][S:8][C@H:3]12)[C:26]1[CH:31]=[CH:30][CH:29]=[CH:28][CH:27]=1. Reported procedure: A suspension of 7β-amino-3-[(2,5-dihydro-6- hydroxy-2-methyl-5-oxo-1,2,4-triazin-3-yl)thiomethyl]ceph-3-em-4-carboxylic acid (see EP 65748) (3.71 g) in dimethylformamide (50 ml) was treated with benzaldehyde (4.24 g) and the mixture was sonicated in an ultrasound bath at 25° for 0.5 hours, by which time a clear solution had resulted. After evaporation to dryness in vacuo the residue was triturated with ether to give the title compound, (4.28 g). Reactants: C(C)OC(=O)N1[C@H](C[C@H](C2=CC(=C(C=C12)C1(CCCC1)C(=O)OC)OC)N(C(=O)OC)CC1=CC(=CC(=C1)C(F)(F)F)C(F)(F)F)C (cis-4-[(3,5-bis-trifluoromethyl-benzyl)-methoxycarbonyl-amino]-6-methoxy-7-(1-methoxycarbonyl-cyclopentyl)-2-methyl-3,4-dihydro-2H-quinoline-1-carboxylic acid ethyl ester), B.CSC (borane dimethylsulfide). Run in O1CCCC1 (tetrahydrofuran). RXN SMILES: [CH2:1]([O:3][C:4]([N:6]1[C:15]2[C:10](=[CH:11][C:12]([O:25][CH3:26])=[C:13]([C:16]3([C:21](OC)=[O:22])[CH2:20][CH2:19][CH2:18][CH2:17]3)[CH:14]=2)[C@H:9]([N:27]([CH2:32][C:33]2[CH:38]=[C:37]([C:39]([F:42])([F:41])[F:40])[CH:36]=[C:35]([C:43]([F:46])([F:45])[F:44])[CH:34]=2)[C:28]([O:30][CH3:31])=[O:29])[CH2:8][C@@H:7]1[CH3:47])=[O:5])[CH3:2].B.CSC>O1CCCC1>[CH2:1]([O:3][C:4]([N:6]1[C:15]2[C:10](=[CH:11][C:12]([O:25][CH3:26])=[C:13]([C:16]3([CH2:21][OH:22])[CH2:20][CH2:19][CH2:18][CH2:17]3)[CH:14]=2)[C@H:9]([N:27]([CH2:32][C:33]2[CH:38]=[C:37]([C:39]([F:40])([F:41])[F:42])[CH:36]=[C:35]([C:43]([F:45])([F:44])[F:46])[CH:34]=2)[C:28]([O:30][CH3:31])=[O:29])[CH2:8][C@@H:7]1[CH3:47])=[O:5])[CH3:2] |f:1.2|. Yields the product C(C)OC(=O)N1[C@H](C[C@H](C2=CC(=C(C=C12)C1(CCCC1)CO)OC)N(C(=O)OC)CC1=CC(=CC(=C1)C(F)(F)F)C(F)(F)F)C (cis-4-[(3,5-Bis-trifluoromethyl-benzyl)-methoxycarbonyl-amino]-7-(1-hydroxymethyl-cyclopentyl)-6-methoxy-2-methyl-3,4-dihydro-2H-quinoline-1-carboxylic acid ethyl ester). Procedure: To a solution of cis-4-[(3,5-bis-trifluoromethyl-benzyl)-methoxycarbonyl-amino]-6-methoxy-7-(1-methoxycarbonyl-cyclopentyl)-2-methyl-3,4-dihydro-2H-quinoline-1-carboxylic acid ethyl ester (Example 27) (700 mg; 1.04 mmol) in 20 mL anhydrous tetrahydrofuran was added borane-dimethylsulfide complex (1M THF; 2.28 mL) and the reaction was heated to reflux for 3 hours. The reaction was quenched with H2O and extracted with 50 mL of ethyl acetate. The organic phase was dried (MgSO4), filtered and concen... Isolated yield 3.0%. Starting materials: Cl (hydrochloric acid), C(C1=CC=CC=C1)OC(=O)[C@H]1OC(C[C@H]1C(=O)O)=O ((2S,3R)-2-benzyloxycarbonyl-5-oxotetrahydrofuran-3-carboxylic acid), Cl.C(C)N=C=NCCCN(C)C (1-ethyl-3-(3-dimethylaminopropyl)carbodiimide hydrochloride), C(C)(C)(C)O (tert-butyl alcohol). Reagents/catalysts: CN(C1=CC=NC=C1)C (4-dimethylaminopyridine). Run in C(Cl)(Cl)Cl (chloroform). Conditions: time 60 hour. The product is O=C1C[C@@H]([C@H](O1)C(=O)OCC1=CC=CC=C1)C(=O)OC(C)(C)C (2-benzyl 3-tert-butyl (2S,3S)-5-oxotetrahydrofuran-2,3-dicarboxylate). RXN SMILES: [CH2:1]([O:8][C:9]([C@@H:11]1[C@H:15]([C:16]([OH:18])=[O:17])[CH2:14][C:13](=[O:19])[O:12]1)=[O:10])[C:2]1[CH:7]=[CH:6][CH:5]=[CH:4][CH:3]=1.Cl.C(N=C=NCCCN(C)C)C.[C:32](O)([CH3:35])([CH3:34])[CH3:33].Cl>C(Cl)(Cl)Cl.CN(C)C1C=CN=CC=1>[O:19]=[C:13]1[O:12][C@H:11]([C:9]([O:8][CH2:1][C:2]2[CH:7]=[CH:6][CH:5]=[CH:4][CH:3]=2)=[O:10])[C@@H:15]([C:16]([O:18][C:32]([CH3:35])([CH3:34])[CH3:33])=[O:17])[CH2:14]1 |f:1.2|. Reported procedure: To 7.93 g of (2S,3R)-2-benzyloxycarbonyl-5-oxotetrahydrofuran-3-carboxylic acid in 75 ml of chloroform, 5.5 g of 4-dimethylaminopyridine, 8.6 g of 1-ethyl-3-(3-dimethylaminopropyl)carbodiimide hydrochloride and 5.7 ml of tert-butyl alcohol were successively added, and the resulting reaction solution was stirred at room temperature for 60 hours. The reaction solution was poured into 1N hydrochloric acid cooled with ice and extracted with ethyl acetate. The organic layer was dried over anhydrous m...